This data is from the Open Reaction Database (ORD), a public repository of structured organic reaction records. The task is: describe an organic reaction: reactants, conditions, products, and yield Reactants: COc1ccc2nccc(CCCC3CCN(C(=O)c4ccccc4)CC3C(=O)O)c2c1, Cl. The product is Cl, COc1ccc2nccc(CCCC3CCNCC3C(=O)O)c2c1. As a reaction SMILES: [C:1](=[O:2])([c:3]1[cH:4][cH:5][cH:6][cH:7][cH:8]1)[N:9]1[CH2:10][CH:11]([C:30](=[O:31])[OH:32])[CH:12]([CH2:15][CH2:16][CH2:17][c:18]2[cH:19][cH:20][n:21][c:22]3[cH:23][cH:24][c:25]([O:28][CH3:29])[cH:26][c:27]23)[CH2:13][CH2:14]1.[ClH:33]>>[ClH:33].[NH:9]1[CH2:10][CH:11]([C:30](=[O:31])[OH:32])[CH:12]([CH2:15][CH2:16][CH2:17][c:18]2[cH:19][cH:20][n:21][c:22]3[cH:23][cH:24][c:25]([O:28][CH3:29])[cH:26][c:27]23)[CH2:13][CH2:14]1.